Dataset: the Open Reaction Database (ORD), a public repository of structured organic reaction records. Task: describe an organic reaction: reactants, conditions, products, and yield Starting materials: CCCCN(C)c1nccc2ccc(Br)cc12, O=C=O, CCOCC, [Li]C(C)CC, Cl. Product: CCCCN(C)c1nccc2ccc(C(=O)O)cc12. Reaction SMILES: [Br:1][c:2]1[cH:3][cH:4][c:5]2[cH:6][cH:7][n:8][c:9]([N:12]([CH3:13])[CH2:14][CH2:15][CH2:16][CH3:17])[c:10]2[cH:11]1.[C:23](=[O:24])=[O:25].[CH3:27][CH2:28][O:29][CH2:30][CH3:31].[CH:18]([Li:19])([CH2:20][CH3:21])[CH3:22].[ClH:26]>>[c:2]1([C:23](=[O:24])[OH:25])[cH:3][cH:4][c:5]2[cH:6][cH:7][n:8][c:9]([N:12]([CH3:13])[CH2:14][CH2:15][CH2:16][CH3:17])[c:10]2[cH:11]1. Reaction conditions: temperature 2.5 celsius, time 18 hour. Reactants: Cl (HCl), NC1=C(C=C(C#N)C=C1)[N+](=O)[O-] (4-amino-3-nitrobenzonitrile), C(C)OC(C1=CC(=C(C=C1)N)[N+](=O)[O-])=N (4-amino-3-nitro-benzimidic acid ethyl ester). RXN SMILES: NC1C=CC(C#N)=CC=1[N+]([O-])=O.[ClH:13].[CH2:14]([O:16][C:17](=[NH:28])[C:18]1[CH:23]=[CH:22][C:21]([NH2:24])=[C:20]([N+:25]([O-:27])=[O:26])[CH:19]=1)[CH3:15]>O1CCOCC1.C(O)C.C(OCC)C>[ClH:13].[CH2:14]([O:16][C:17](=[NH:28])[C:18]1[CH:23]=[CH:22][C:21]([NH2:24])=[C:20]([N+:25]([O-:27])=[O:26])[CH:19]=1)[CH3:15] |f:6.7|. Yields the product Cl.C(C)OC(C1=CC(=C(C=C1)N)[N+](=O)[O-])=N (4-amino-3-nitro-benzimidic acid ethyl ester hydrochloride). Procedure: A mixture of 4-amino-3-nitrobenzonitrile (63.3 g, 388 mmol) in 1,4-dioxane (600 mL) and anhydrous ethanol (600 mL) was cooled in an ice water bath to 0-5° C. and treated with gaseous HCl for 1.5 h. The reaction mixture was tightly sealed and allowed to warm up to room temperature with stirring for 18 h. The flask was then carefully unsealed and the reaction mixture was diluted with anhydrous diethyl ether (about 2.4 L) until a cloudy solution was obtained. A minimum amount of absolute ethanol re... The solvent is C(C)O (ethanol), CCOCC (Ether), O1CCOCC1 (1,4-dioxane), C(C)O (ethanol), C(C)OCC (diethyl ether). Product: C(CC)(=O)C1=CC=C(C=C1)N1N=C(C=C1)C1=CC=C(C#N)C=C1 (4-[1-(4-Propionyl-phenyl)-1H-pyrazol-3-yl]-benzonitrile). Starting materials: N1N=C(C=C1)C1=CC=C(C#N)C=C1 (4-(1H-Pyrazol-3-yl)-benzonitrile), BrC1=CC=C(C=C1)C(CC)=O (1-(4-bromophenyl)-propan-1-one), C(=O)([O-])[O-].[Cs+].[Cs+] (Cs2CO3). Run in CN(C)C=O.O (DMF H2O). Yield: 86.0%. Procedure details: 4-(1H-Pyrazol-3-yl)-benzonitrile (100 mg, 0.591 mmol), 1-(4-bromophenyl)-propan-1-one (126 mg, 0.591 mmol), Cs2CO3 (770 mg, 2.364 mmol), CuI (4 mg, 0.018 mmol), 8-hydroxyquinoline (3 mg, 0.018 mmol), and DMF/H2O (2 mL; 10:1 solution) were combined in a 10 mL CEM Microwave reaction vessel fitted with magnetic stir bar and subjected to microwave irradiation at 150° C. for 30 min. The contents were then filtered and concentrated to dryness affording the nitrile (158 mg, 0.508 mmol, 86%). Reduction ... Reaction SMILES: [NH:1]1[CH:5]=[CH:4][C:3]([C:6]2[CH:13]=[CH:12][C:9]([C:10]#[N:11])=[CH:8][CH:7]=2)=[N:2]1.Br[C:15]1[CH:20]=[CH:19][C:18]([C:21](=[O:24])[CH2:22][CH3:23])=[CH:17][CH:16]=1.C([O-])([O-])=O.[Cs+].[Cs+]>[Cu]I.OC1C=CC=C2C=1N=CC=C2.CN(C=O)C.O>[C:21]([C:18]1[CH:19]=[CH:20][C:15]([N:1]2[CH:5]=[CH:4][C:3]([C:6]3[CH:13]=[CH:12][C:9]([C:10]#[N:11])=[CH:8][CH:7]=3)=[N:2]2)=[CH:16][CH:17]=1)(=[O:24])[CH2:22][CH3:23] |f:2.3.4,7.8|. The reagents and catalysts are [Cu]I (CuI), OC=1C=CC=C2C=CC=NC12 (8-hydroxyquinoline). The reactants are O=C(Cl)c1ccccc1, [Na+], [Na+], [Na+], O=C([O-])[O-], [OH-], O, O=C(O)C1CC(CP(=O)(O)O)CCN1. Product: O=C(O)C1CC(CP(=O)(O)O)CCN1C(=O)c1ccccc1. RXN SMILES: [C:21]([c:22]1[cH:23][cH:24][cH:25][cH:26][cH:27]1)(=[O:28])[Cl:29].[Na+:15].[Na+:16].[Na+:32].[O-:17][C:18](=[O:19])[O-:20].[OH-:31].[OH2:30].[P:1](=[O:2])([OH:3])([OH:4])[CH2:5][CH:6]1[CH2:7][CH:8]([C:12](=[O:13])[OH:14])[NH:9][CH2:10][CH2:11]1>>[P:1](=[O:2])([OH:3])([OH:4])[CH2:5][CH:6]1[CH2:7][CH:8]([C:12](=[O:13])[OH:14])[N:9]([C:21]([c:22]2[cH:23][cH:24][cH:25][cH:26][cH:27]2)=[O:28])[CH2:10][CH2:11]1. The reactants are C1CCOC1, COC(=O)CSc1ncc(C(=O)Nc2ccc(F)cc2)cn1, CO, [Na+], [OH-], O. The product is O=C(O)CSc1ncc(C(=O)Nc2ccc(F)cc2)cn1. As a reaction SMILES: [CH2:25]1[O:26][CH2:27][CH2:28][CH2:29]1.[CH3:1][O:2][C:3]([CH2:4][S:5][c:6]1[n:7][cH:8][c:9]([C:12]([NH:13][c:14]2[cH:15][cH:16][c:17]([F:20])[cH:18][cH:19]2)=[O:21])[cH:10][n:11]1)=[O:22].[CH3:30][OH:31].[Na+:24].[OH-:23].[OH2:32]>>[O:2]=[C:3]([CH2:4][S:5][c:6]1[n:7][cH:8][c:9]([C:12]([NH:13][c:14]2[cH:15][cH:16][c:17]([F:20])[cH:18][cH:19]2)=[O:21])[cH:10][n:11]1)[OH:22]. Reactants: ClC=1C=CC(=C(C1)C1=CC(N(C=C1OC)C(C(=O)O)CCOC)=O)OC(F)F (2-{4-[5-chloro-2-(difluoromethoxy)phenyl]-5-methoxy-2-oxopyridin-1(2H)-yl}-4-methoxybutanoic acid), NC1=CC=C(C(=O)OC(C)(C)C)C=C1 (tert-butyl 4-aminobenzoate). The product is ClC=1C=CC(=C(C1)C1=CC(N(C=C1OC)C(C(=O)NC1=CC=C(C(=O)OC(C)(C)C)C=C1)CCOC)=O)OC(F)F (tert-Butyl 4-[(2-{4-[5-chloro-2-(difluoromethoxy)phenyl]-5-methoxy-2-oxopyridin-1(2H)-yl}-4-methoxybutanoyl)amino]benzoate). RXN SMILES: [Cl:1][C:2]1[CH:3]=[CH:4][C:5]([O:25][CH:26]([F:28])[F:27])=[C:6]([C:8]2[C:13]([O:14][CH3:15])=[CH:12][N:11]([CH:16]([CH2:20][CH2:21][O:22][CH3:23])[C:17](O)=[O:18])[C:10](=[O:24])[CH:9]=2)[CH:7]=1.[NH2:29][C:30]1[CH:42]=[CH:41][C:33]([C:34]([O:36][C:37]([CH3:40])([CH3:39])[CH3:38])=[O:35])=[CH:32][CH:31]=1>>[Cl:1][C:2]1[CH:3]=[CH:4][C:5]([O:25][CH:26]([F:28])[F:27])=[C:6]([C:8]2[C:13]([O:14][CH3:15])=[CH:12][N:11]([CH:16]([CH2:20][CH2:21][O:22][CH3:23])[C:17]([NH:29][C:30]3[CH:42]=[CH:41][C:33]([C:34]([O:36][C:37]([CH3:38])([CH3:39])[CH3:40])=[O:35])=[CH:32][CH:31]=3)=[O:18])[C:10](=[O:24])[CH:9]=2)[CH:7]=1. Procedure: 90 mg (purity 77%, 0.17 mmol) of 2-{4-[5-chloro-2-(difluoromethoxy)phenyl]-5-methoxy-2-oxopyridin-1(2H)-yl}-4-methoxybutanoic acid (racemate) and 35 mg (0.18 mmol, 1.1 eq.) of tert-butyl 4-aminobenzoate were reacted according to General Method 5A. Yield: 66 mg (67% of theory) Reactants: CN(C(=O)c1ccc(Cl)cc1)C1CCNCC1c1ccc(Cl)c(Cl)c1, Cl, O=C(O)c1ccc2[nH]nnc2c1. As a reaction SMILES: [Cl:2][c:3]1[cH:4][cH:5][c:6]([C:7](=[O:8])[N:9]([CH3:10])[CH:11]2[CH:12]([c:17]3[cH:18][c:19]([Cl:24])[c:20]([Cl:23])[cH:21][cH:22]3)[CH2:13][NH:14][CH2:15][CH2:16]2)[cH:25][cH:26]1.[ClH:1].[nH:27]1[n:28][n:29][c:30]2[c:31]1[cH:32][cH:33][c:34]([C:36](=[O:37])[OH:38])[cH:35]2>>[Cl:2][c:3]1[cH:4][cH:5][c:6]([C:7](=[O:8])[N:9]([CH3:10])[CH:11]2[CH:12]([c:17]3[cH:18][c:19]([Cl:24])[c:20]([Cl:23])[cH:21][cH:22]3)[CH2:13][N:14]([C:36]([c:34]3[cH:33][cH:32][c:31]4[nH:27][n:28][n:29][c:30]4[cH:35]3)=[O:37])[CH2:15][CH2:16]2)[cH:25][cH:26]1. The product is CN(C(=O)c1ccc(Cl)cc1)C1CCN(C(=O)c2ccc3[nH]nnc3c2)CC1c1ccc(Cl)c(Cl)c1. Starting materials: C(C)(C)(C)[Si](C1=CC=CC=C1)(C1=CC=CC=C1)OCC1=C(C=CC(=C1)[C@@H]1OC([C@H]([C@@H]([C@@H]1OCOC)OCOC)OCOC)COCOC)Cl (tert-butyl(2-chloro-5-((2S,3R,4R,5R)-3,4,5-tris(methoxymethoxy)-6-((methoxymethoxy)methyl)tetrahydro-2H-pyran-2-yl)benzyloxy)diphenylsilane), [F-].C(CCC)[N+](CCCC)(CCCC)CCCC (tetrabutylammonium fluoride). Run in O1CCCC1 (tetrahydrofuran). Conditions: time 4 hour. Yields the product ClC1=C(C=C(C=C1)[C@@H]1OC([C@H]([C@H]([C@@H]1OCOC)OCOC)OCOC)COCOC)CO ((2-chloro-5-((2S,3R,4S,5R)-3,4,5-tris(methoxymethoxy)-6-((methoxymethoxy)methyl)tetrahydro-2H-pyran-2-yl)phenyl)methanol). Yield: 93.6%. Reaction SMILES: C([Si]([O:18][CH2:19][C:20]1[CH:25]=[C:24]([C@H:26]2[C@@H:31]([O:32][CH2:33][O:34][CH3:35])[C@@H:30]([O:36][CH2:37][O:38][CH3:39])[C@H:29]([O:40][CH2:41][O:42][CH3:43])[CH:28]([CH2:44][O:45][CH2:46][O:47][CH3:48])[O:27]2)[CH:23]=[CH:22][C:21]=1[Cl:49])(C1C=CC=CC=1)C1C=CC=CC=1)(C)(C)C.[F-].C([N+](CCCC)(CCCC)CCCC)CCC>O1CCCC1>[Cl:49][C:21]1[CH:22]=[CH:23][C:24]([C@H:26]2[C@@H:31]([O:32][CH2:33][O:34][CH3:35])[C@H:30]([O:36][CH2:37][O:38][CH3:39])[C@H:29]([O:40][CH2:41][O:42][CH3:43])[CH:28]([CH2:44][O:45][CH2:46][O:47][CH3:48])[O:27]2)=[CH:25][C:20]=1[CH2:19][OH:18] |f:1.2|. Reported procedure: To a stirred solution of the product from step A (1.3 g, 1.8 mmol) in tetrahydrofuran (16 mL) at 0° C. was added dropwise tetrabutylammonium fluoride (1.0 M solution in tetrahydrofuran; 2.2 mL, 2.2 mmol). The reaction mixture was warmed to room temperature and stirred for 4 h. Then it was concentrated and the crude material obtained was purified by flash column chromatography (eluent: hexanes/ethyl acetate 100:0 to 75:25) to give compound (2-chloro-5-((2S,3R,4S,5R)-3,4,5-tris(methoxymethoxy)-6-(... Product: O[C@@H]1[C@@H](N(C[C@@H]([C@H]1O)O)S(=O)(=O)C1=CC=C(C=C1)OC)C(=O)O ((2R,3R,4R,5S)-3,4,5-trihydroxy-1-(4′-methoxybenzenesulfonyl)-piperidine-2-carboxylic Acid). Procedure details: The above compound (6) (88 mg) was dissolved in methanol (12 mL) and 10% Pd—C (20 mg) was added, and the mixture was stirred under a hydrogen atmosphere at room temperature for 2 hours. After the catalyst was removed by filtration and the filtrate was concentrated under reduced pressure, the resulting residue was freeze-dried to obtain the titled compound (60 mg) as a colorless amorphous. The reagents and catalysts are [Pd] (Pd—C). As a reaction SMILES: C(ON[C:10]([C@H:12]1[C@@H:17]([OH:18])[C@H:16]([OH:19])[C@@H:15]([OH:20])[CH2:14][N:13]1[S:21]([C:24]1[CH:29]=[CH:28][C:27]([O:30][CH3:31])=[CH:26][CH:25]=1)(=[O:23])=[O:22])=[O:11])C1C=CC=CC=1.C[OH:33]>[Pd]>[OH:18][C@H:17]1[C@H:16]([OH:19])[C@@H:15]([OH:20])[CH2:14][N:13]([S:21]([C:24]2[CH:29]=[CH:28][C:27]([O:30][CH3:31])=[CH:26][CH:25]=2)(=[O:23])=[O:22])[C@H:12]1[C:10]([OH:33])=[O:11]. Reactants: C(C1=CC=CC=C1)ONC(=O)[C@@H]1N(C[C@@H]([C@H]([C@@H]1O)O)O)S(=O)(=O)C1=CC=C(C=C1)OC ((2R,3R,4R,5S)-3,4,5-trihydroxy-1-(4′-methoxybenzenesulfonyl)-piperidine-2-carboxylic Acid Benzyloxyamide), CO (methanol). Run at time 2 hour.